This data is from the Open Reaction Database (ORD), a public repository of structured organic reaction records. The task is: describe an organic reaction: reactants, conditions, products, and yield The reactants are CCOC(=O)c1[nH]c2ccccc2c1CN(Cc1cc(C(F)(F)F)cc(C(F)(F)F)c1)c1nnn(C)n1, O=C(Cl)C1CC1, [H-], [Na+], CN(C)C=O. The product is CCOC(=O)c1c(CN(Cc2cc(C(F)(F)F)cc(C(F)(F)F)c2)c2nnn(C)n2)c2ccccc2n1C(=O)C1CC1. RXN SMILES: [CH2:3]([CH3:4])[O:5][C:6](=[O:7])[c:8]1[nH:9][c:10]2[cH:11][cH:12][cH:13][cH:14][c:15]2[c:16]1[CH2:17][N:18]([c:19]1[n:20][n:21][n:22]([CH3:24])[n:23]1)[CH2:25][c:26]1[cH:27][c:28]([C:36]([F:37])([F:38])[F:39])[cH:29][c:30]([C:32]([F:33])([F:34])[F:35])[cH:31]1.[CH:40]1([C:43](=[O:44])[Cl:45])[CH2:41][CH2:42]1.[H-:2].[Na+:1].[O:46]=[CH:47][N:48]([CH3:49])[CH3:50]>>[CH2:3]([CH3:4])[O:5][C:6](=[O:7])[c:8]1[n:9]([C:43]([CH:40]2[CH2:41][CH2:42]2)=[O:44])[c:10]2[cH:11][cH:12][cH:13][cH:14][c:15]2[c:16]1[CH2:17][N:18]([c:19]1[n:20][n:21][n:22]([CH3:24])[n:23]1)[CH2:25][c:26]1[cH:27][c:28]([C:36]([F:37])([F:38])[F:39])[cH:29][c:30]([C:32]([F:33])([F:34])[F:35])[cH:31]1. Yield: 71.0%. The reactants are C(C1=CC=CC=C1)OC=1C=C(C=CC1)C=1N=C(N2C1C(=NC=C2)Cl)C=2C=C(C=CC2)CO ({3-[1-(3-Benzyloxyphenyl)-8-chloroimidazo[1,5-a]pyrazin-3-yl]-phenyl}-methanol), COC(C1=CC(=CC=C1)C1=NC(=C2N1C=CN=C2Cl)C2=CC(=CC=C2)OCC2=CC=CC=C2)=O (3-[1-(3-benzyloxyphenyl)-8-chloroimidazo[1,5-a]pyrazin-3-yl]-benzoic acid methyl ester), [H-].[H-].[H-].[H-].[Li+].[Al+3] (LiAlH4). The solvent is C1CCOC1 (THF). Reaction conditions: time 2 hour. Procedure details: {3-[1-(3-Benzyloxyphenyl)-8-chloroimidazo[1,5-a]pyrazin-3-yl]-phenyl}-methanol: To a solution of 3-[1-(3-benzyloxyphenyl)-8-chloroimidazo[1,5-a]pyrazin-3-yl]-benzoic acid methyl ester (552 mg, 1.17 mmol) in THF (25 mL), cooled to 0° C., 1M LiAlH4 (880 μL, 797 mg, 0.880 mmol) was added, under N2, and the reaction solution was vortexed for 2 h. Upon addition, the reaction mixture changed from yellow to dark green in color. The reaction was quenched with potassium sodium tartrate sat. aq. sol. (25 ... Yields the product NC=1C=2N(C=CN1)C(=NC2C2=CC(=CC=C2)OCC2=CC=CC=C2)C=2C=C(C=CC2)CO ({3-[8-Amino-1-(3-benzyloxyphenyl)-imidazo[1,5-a]pyrazin-3-yl]-phenyl}-methanol). Reaction SMILES: [CH2:1]([O:8][C:9]1[CH:10]=[C:11]([C:15]2[N:16]=[C:17]([C:25]3[CH:26]=[C:27]([CH2:31][OH:32])[CH:28]=[CH:29][CH:30]=3)[N:18]3[CH:23]=[CH:22][N:21]=[C:20](Cl)[C:19]=23)[CH:12]=[CH:13][CH:14]=1)[C:2]1[CH:7]=[CH:6][CH:5]=[CH:4][CH:3]=1.COC(=O)C1C=CC=C(C2N3C=CN=C(Cl)C3=C(C3C=CC=C(OCC4C=CC=CC=4)C=3)[N:43]=2)C=1.[H-].[H-].[H-].[H-].[Li+].[Al+3]>C1COCC1>[NH2:43][C:20]1[C:19]2[N:18]([C:17]([C:25]3[CH:26]=[C:27]([CH2:31][OH:32])[CH:28]=[CH:29][CH:30]=3)=[N:16][C:15]=2[C:11]2[CH:12]=[CH:13][CH:14]=[C:9]([O:8][CH2:1][C:2]3[CH:7]=[CH:6][CH:5]=[CH:4][CH:3]=3)[CH:10]=2)[CH:23]=[CH:22][N:21]=1 |f:2.3.4.5.6.7|. As a reaction SMILES: [Cl:1][C:2]1[CH:10]=[C:9]([CH:11]=[CH2:12])[C:8]([O:13][CH3:14])=[CH:7][C:3]=1[C:4]([OH:6])=[O:5].Br[C:16]1C(OC)=CC(C(OC)=O)=C(Cl)C=1.C([O-])([O-])=O.[K+].[K+].[B-](F)(F)(F)C=C.[K+]>C1C=CC(P(C2C=CC=CC=2)[C-]2C=CC=C2)=CC=1.C1C=CC(P(C2C=CC=CC=2)[C-]2C=CC=C2)=CC=1.Cl[Pd]Cl.[Fe+2].O.CS(C)=O>[Cl:1][C:2]1[CH:10]=[C:9]([CH:11]=[CH2:12])[C:8]([O:13][CH3:14])=[CH:7][C:3]=1[C:4]([O:6][CH3:16])=[O:5] |f:2.3.4,5.6,7.8.9.10|. Conditions: temperature 80 celsius, time 2 hour. Procedure details: 2-Chloro-5-methoxy-4-vinylbenzoic acid: A 25 mL round bottomed flask was charged with methyl 4-bromo-2-chloro-5-methoxybenzoate (640 mg, 2.29 mmol), K2CO3 (665 mg, 4.81 mmol), potassium trifluoro(vinyl)borate (920 mg, 6.87 mmol), PdCl2(dppf) (84 mg, 0.11 mmol) and anhydrous DMSO (15 mL) and stirred at 80° C. for 2 h. The reaction was allowed to cool, water (150 mL) was added and then extracted several times with Et2O. The organic layer was washed with brine, dried over MgSO4, filtered and concen... Starting materials: ClC1=C(C(=O)O)C=C(C(=C1)C=C)OC (2-Chloro-5-methoxy-4-vinylbenzoic acid), BrC1=CC(=C(C(=O)OC)C=C1OC)Cl (methyl 4-bromo-2-chloro-5-methoxybenzoate), C(=O)([O-])[O-].[K+].[K+] (K2CO3), [B-](C=C)(F)(F)F.[K+] (potassium trifluoro(vinyl)borate). Isolated yield 85.0%. The solvent is CS(=O)C (DMSO), O (water). The reagents and catalysts are C1=CC=C(C=C1)P([C-]2C=CC=C2)C3=CC=CC=C3.C1=CC=C(C=C1)P([C-]2C=CC=C2)C3=CC=CC=C3.Cl[Pd]Cl.[Fe+2] (PdCl2(dppf)). Yields the product ClC1=C(C(=O)OC)C=C(C(=C1)C=C)OC (methyl 2-chloro-5-methoxy-4-vinylbenzoate).